From a dataset of the Open Reaction Database (ORD), a public repository of structured organic reaction records. describe an organic reaction: reactants, conditions, products, and yield Reactants: CCOC(=O)CC(C)=O, CC(=O)O, Cc1ccccc1, Nc1cc(F)ccc1F. Yields the product CCOC(=O)C=C(C)Nc1cc(F)ccc1F. Reaction SMILES: [C:10]([CH2:11][C:12](=[O:13])[CH3:14])(=[O:15])[O:16][CH2:17][CH3:18].[CH3:19][C:20](=[O:21])[OH:22].[CH3:23][c:24]1[cH:25][cH:26][cH:27][cH:28][cH:29]1.[F:1][c:2]1[c:3]([NH2:4])[cH:5][c:6]([F:9])[cH:7][cH:8]1>>[F:1][c:2]1[c:3]([NH:4][C:12](=[CH:11][C:10](=[O:15])[O:16][CH2:17][CH3:18])[CH3:14])[cH:5][c:6]([F:9])[cH:7][cH:8]1. The reactants are Cl.NC=1NCCCN1 (2-amino-1,4,5,6-tetrahydropyrimidine hydrochloride), [OH-].[Na+] (NaOH), CC1=C(C(=CC=C1)C)N=C=O (2,6-dimethylphenyl isocyanate), [O-]S(=O)(=O)[O-].[Na+].[Na+] (Na2SO4). The solvent is C1CCOC1 (THF), C1CCOC1 (THF), C(Cl)Cl (CH2Cl2). Run at time 0.5 hour. The product is O.Cl.CC1=C(C(=CC=C1)C)NC(=O)NC=1NCCCN1 (N-(2,6-Dimethylphenyl)-N'-(1,4,5,6-tetrahydropyrimidin-2-yl)urea Monohydrochloride Hydrate). RXN SMILES: [ClH:1].[NH2:2][C:3]1[NH:4][CH2:5][CH2:6][CH2:7][N:8]=1.[OH-].[Na+].[O-:11]S([O-])(=O)=O.[Na+].[Na+].[CH3:18][C:19]1[CH:24]=[CH:23][CH:22]=[C:21]([CH3:25])[C:20]=1[N:26]=[C:27]=[O:28]>C1COCC1.C(Cl)Cl>[OH2:11].[ClH:1].[CH3:25][C:21]1[CH:22]=[CH:23][CH:24]=[C:19]([CH3:18])[C:20]=1[NH:26][C:27]([NH:2][C:3]1[NH:8][CH2:7][CH2:6][CH2:5][N:4]=1)=[O:28] |f:0.1,2.3,4.5.6,10.11.12|. Procedure details: A mixture of 8.13 g (0.060 mol) of 2-amino-1,4,5,6-tetrahydropyrimidine hydrochloride, 5.0 g (0.0625 mol) of 50% NaOH and 75 ml of THF was stirred for 0.5 hours at room temperature and then 10.0 g Na2SO4 was added. After stirring for 0.5 hours, a solution of 5.89 g (0.040 mol) of 2,6-dimethylphenyl isocyanate in 50 ml of THF was added over a period of 0.5 hours. After stirring for 1 hour, the reaction mixture was diluted with 100 ml of CH2Cl2, filtered, the filtrate evaporated in vacuo and the r... Reactants: N1=C(C=NC=C1)CC#N (Pyrazineacetonitrile), N(=O)[O-].[Na+] (sodium nitrite). Run in C(C)(=O)O (acetic acid). The product is ON=C(C#N)C1=NC=CN=C1 (α-hydroxyiminopyrazineacetonitrile). The yield is 88.0%. RXN SMILES: [N:1]1[CH:6]=[CH:5][N:4]=[CH:3][C:2]=1[CH2:7][C:8]#[N:9].[N:10]([O-])=[O:11].[Na+]>C(O)(=O)C>[OH:11][N:10]=[C:7]([C:2]1[CH:3]=[N:4][CH:5]=[CH:6][N:1]=1)[C:8]#[N:9] |f:1.2|. Procedure details: Pyrazineacetonitrile (32 g), prepared as described in British Patent Specification No. 1 021 397, was dissolved in glacial acetic acid (250 ml). The solution was stirred and 1.2 equivalents of sodium nitrite (22.3 g) were added in small portions, while the temperature was kept under 20° C. After the addition, the reaction mixture was stirred at room temperature for another two hours. The title compound separated partly from the reaction mixture. On evaporation of the solvent under reduced pressu... Reported procedure: A flask was charged with tris(dibenzylideneacetone)dipalladium (0) (0.05539 g, 0.06049 mmol), 5-bromo-N-(4-methylthiazol-2-yl)-4-(quinolin-5-yloxy)pyridin-2-amine (0.500 g, 1.210 mmol), 4,5-bis(diphenylphosphino)-9,9-dimethyl-9H-xanthene (0.05250 g, 0.09074 mmol), methyl 3-mercaptopropanoate (0.5360 ml, 4.839 mmol), and N-ethyl-N-isopropylpropan-2-anine (0.4215 ml, 2.420 mmol), and degassed dioxane (40 mL) was added. The reaction was stirred at 93° C. overnight. Water was added and the reaction ... The product is CC=1N=C(SC1)NC1=CC(=C(C=N1)SCCC(=O)OC)OC1=C2C=CC=NC2=CC=C1 (methyl 3-(6-(4-methylthiazol-2-ylamino)-4-(quinolin-5-yloxy)pyridin-3-ylthio)propanoate). Reaction conditions: temperature 93 celsius, time 8 hour. Run in C(C)(=O)OCC (ethyl acetate). As a reaction SMILES: Br[C:2]1[C:3]([O:15][C:16]2[CH:25]=[CH:24][CH:23]=[C:22]3[C:17]=2[CH:18]=[CH:19][CH:20]=[N:21]3)=[CH:4][C:5]([NH:8][C:9]2[S:10][CH:11]=[C:12]([CH3:14])[N:13]=2)=[N:6][CH:7]=1.[SH:26][CH2:27][CH2:28][C:29]([O:31][CH3:32])=[O:30]>C1C=CC(/C=C/C(/C=C/C2C=CC=CC=2)=O)=CC=1.C1C=CC(/C=C/C(/C=C/C2C=CC=CC=2)=O)=CC=1.C1C=CC(/C=C/C(/C=C/C2C=CC=CC=2)=O)=CC=1.[Pd].[Pd].C1(P(C2C=CC=CC=2)C2C3OC4C(=CC=CC=4P(C4C=CC=CC=4)C4C=CC=CC=4)C(C)(C)C=3C=CC=2)C=CC=CC=1.C(OCC)(=O)C>[CH3:14][C:12]1[N:13]=[C:9]([NH:8][C:5]2[N:6]=[CH:7][C:2]([S:26][CH2:27][CH2:28][C:29]([O:31][CH3:32])=[O:30])=[C:3]([O:15][C:16]3[CH:25]=[CH:24][CH:23]=[C:22]4[C:17]=3[CH:18]=[CH:19][CH:20]=[N:21]4)[CH:4]=2)[S:10][CH:11]=1 |f:2.3.4.5.6|. The yield is 85.6%. Reagents/catalysts: C=1C=CC(=CC1)/C=C/C(=O)/C=C/C2=CC=CC=C2.C=1C=CC(=CC1)/C=C/C(=O)/C=C/C2=CC=CC=C2.C=1C=CC(=CC1)/C=C/C(=O)/C=C/C2=CC=CC=C2.[Pd].[Pd] (tris(dibenzylideneacetone)dipalladium), C1(=CC=CC=C1)P(C1=CC=CC=2C(C3=CC=CC(=C3OC12)P(C1=CC=CC=C1)C1=CC=CC=C1)(C)C)C1=CC=CC=C1 (4,5-bis(diphenylphosphino)-9,9-dimethyl-9H-xanthene). Reactants: BrC=1C(=CC(=NC1)NC=1SC=C(N1)C)OC1=C2C=CC=NC2=CC=C1 (5-bromo-N-(4-methylthiazol-2-yl)-4-(quinolin-5-yloxy)pyridin-2-amine), SCCC(=O)OC (methyl 3-mercaptopropanoate), N-ethyl-N-isopropylpropan-2-anine. Reactants: [N+](=O)([O-])C=1C=C(C=O)C=CC1 (3-nitro-benzaldehyde), NC1=CC=C(C#N)C=C1 (4-amino-benzonitrile), resultant mixture. Run in C1(=CC=CC=C1)C (toluene), C1(=CC=CC=C1)C (toluene). Yields the product [N+](=O)([O-])C=1C=C(C=CC1)\C=N\C1=CC=C(C#N)C=C1 (4-{[1-(3-nitro-phenyl)-meth-(E)-ylidene]-amino}-benzonitrile). As a reaction SMILES: [NH2:1][C:2]1[CH:9]=[CH:8][C:5]([C:6]#[N:7])=[CH:4][CH:3]=1.[N+:10]([C:13]1[CH:14]=[C:15]([CH:18]=[CH:19][CH:20]=1)[CH:16]=O)([O-:12])=[O:11]>C1(C)C=CC=CC=1>[N+:10]([C:13]1[CH:14]=[C:15](/[CH:16]=[N:1]/[C:2]2[CH:9]=[CH:8][C:5]([C:6]#[N:7])=[CH:4][CH:3]=2)[CH:18]=[CH:19][CH:20]=1)([O-:12])=[O:11]. Procedure details: A mixture of 4-amino-benzonitrile (23.6 g, 0.2 mmol) in toluene (200 mL) was treated with a solution of 3-nitro-benzaldehyde (30.2 g, 0.2 mmol) in toluene (50 mL). The resultant mixture was allowed to reflux for 6 h. Toluene was removed under vacuum. The residue was purified by recrystallization from ethanol to afford 4-{[1-(3-nitro-phenyl)-meth-(E)-ylidene]-amino}-benzonitrile as yellow solid (50 g, yield %: 95.0%). The reactants are O (water), ClC=1C=C([N+](=CC1)[O-])C (4-chloro-2-picoline-N-oxide), FC1=C(C=CC(=C1)F)O (2,4-difluorophenol), C([O-])([O-])=O.[K+].[K+] (potassium carbonate). Solvent: CN(C(C)=O)C (N,N-dimethylacetamide). Conditions: temperature 140 celsius. The product is FC1=C(OC=2C=C([N+](=CC2)[O-])C)C=CC(=C1)F (4-(2,4-Difluorophenoxy)-2-picoline-N-oxide). As a reaction SMILES: Cl[C:2]1[CH:3]=[C:4]([CH3:9])[N+:5]([O-:8])=[CH:6][CH:7]=1.[F:10][C:11]1[CH:16]=[C:15]([F:17])[CH:14]=[CH:13][C:12]=1[OH:18].C(=O)([O-])[O-].[K+].[K+].O>CN(C)C(=O)C>[F:10][C:11]1[CH:16]=[C:15]([F:17])[CH:14]=[CH:13][C:12]=1[O:18][C:2]1[CH:3]=[C:4]([CH3:9])[N+:5]([O-:8])=[CH:6][CH:7]=1 |f:2.3.4|. Reported procedure: 4.3 g (30 mmol) of 4-chloro-2-picoline-N-oxide are added to a mixture of 4.6 g (35 mmol) of 2,4-difluorophenol in 25 ml of N,N-dimethylacetamide and 4.9 g (35 mmol) of finely powdered potassium carbonate and the mixture is warmed to 140° C. for 3 hours with stirring. After cooling, the reaction mixture is poured into 250 ml of water, extracted three times using dichloromethane, and the organic phases are dried over MgSO4 and concentrated. The residue is taken up in dichloromethane and extracted ... Starting materials: CC(C)(C#N)c1cccc(C(=O)O)c1, CCN=C=NCCCN(C)C, CN(C)c1ccncc1, Cl, Cn1c(NC(=O)C2CC2)nc2ccc(Oc3cccc(N)c3)cc21, c1ccncc1. Product: Cn1c(NC(=O)C2CC2)nc2ccc(Oc3cccc(NC(=O)c4cccc(C(C)(C)C#N)c4)c3)cc21. RXN SMILES: [C:25](#[N:26])[C:27]([CH3:28])([CH3:29])[c:30]1[cH:31][c:32]([C:33](=[O:34])[OH:35])[cH:36][cH:37][cH:38]1.[CH2:40]([N:41]=[C:42]=[N:43][CH2:44][CH2:45][CH2:46][N:47]([CH3:48])[CH3:49])[CH3:50].[CH3:51][N:52]([CH3:53])[c:54]1[cH:55][cH:56][n:57][cH:58][cH:59]1.[ClH:39].[NH2:1][c:2]1[cH:3][c:4]([O:5][c:6]2[cH:7][cH:8][c:9]3[c:10]([n:11]([CH3:20])[c:12]([NH:14][C:15](=[O:16])[CH:17]4[CH2:18][CH2:19]4)[n:13]3)[cH:21]2)[cH:22][cH:23][cH:24]1.[cH:60]1[cH:61][cH:62][n:63][cH:64][cH:65]1>>[NH:1]([c:2]1[cH:3][c:4]([O:5][c:6]2[cH:7][cH:8][c:9]3[c:10]([n:11]([CH3:20])[c:12]([NH:14][C:15](=[O:16])[CH:17]4[CH2:18][CH2:19]4)[n:13]3)[cH:21]2)[cH:22][cH:23][cH:24]1)[C:33]([c:32]1[cH:31][c:30]([C:27]([C:25]#[N:26])([CH3:28])[CH3:29])[cH:38][cH:37][cH:36]1)=[O:34].